From a dataset of the Open Reaction Database (ORD), a public repository of structured organic reaction records. describe an organic reaction: reactants, conditions, products, and yield Reactants: COc1ccc2c(Cl)c3ccccc3nc2c1, Cl. Yields the product COc1ccc2cc3ccccc3nc2c1. As a reaction SMILES: [CH3:1][O:2][c:3]1[cH:4][cH:5][c:6]2[c:7]([Cl:17])[c:8]3[cH:9][cH:10][cH:11][cH:12][c:13]3[n:14][c:15]2[cH:16]1.[ClH:18]>>[CH3:1][O:2][c:3]1[cH:4][cH:5][c:6]2[cH:7][c:8]3[cH:9][cH:10][cH:11][cH:12][c:13]3[n:14][c:15]2[cH:16]1. The reactants are C[Si](CCOCN(C1=CC(=NC=2N1N=CC2)C2CCC(CC2)=O)COCC[Si](C)(C)C)(C)C (4-(7-(bis((2-(trimethylsilyl)ethoxy)methyl)amino)pyrazolo[1,5-a]pyrimidin-5-yl)cyclohexanone), C(C)(=O)OC(C(=O)OCC)P(=O)(OCC)OCC (ethyl 2-acetoxy-2-(diethoxyphosphoryl)acetate), [Li+].[Cl-] (LiCl), CN(C(=N)N(C)C)C (1,1,3,3-tetramethylguanidine). Solvent: C1CCOC1 (THF), C1CCOC1 (THF), C(Cl)Cl (DCM), C1CCOC1 (THF). Conditions: temperature -78 celsius, time 30 minute. Yields the product C(C)(=O)OC(C(=O)OCC)=C1CCC(CC1)C1=NC=2N(C(=C1)N(COCC[Si](C)(C)C)COCC[Si](C)(C)C)N=CC2 (ethyl 2-acetoxy-2-(4-(7-(bis((2-(trimethylsilyl)ethoxy)methyl)amino)pyrazolo[1,5-a]pyrimidin-5-yl)cyclohexylidene)acetate). Reaction SMILES: [C:1]([O:4][CH:5](P(OCC)(OCC)=O)[C:6]([O:8][CH2:9][CH3:10])=[O:7])(=[O:3])[CH3:2].[Li+].[Cl-].CN(C)C(N(C)C)=N.[CH3:29][Si:30]([CH3:61])([CH3:60])[CH2:31][CH2:32][O:33][CH2:34][N:35]([CH2:52][O:53][CH2:54][CH2:55][Si:56]([CH3:59])([CH3:58])[CH3:57])[C:36]1[N:41]2[N:42]=[CH:43][CH:44]=[C:40]2[N:39]=[C:38]([CH:45]2[CH2:50][CH2:49][C:48](=O)[CH2:47][CH2:46]2)[CH:37]=1>C1COCC1.C(Cl)Cl>[C:1]([O:4][C:5](=[C:48]1[CH2:49][CH2:50][CH:45]([C:38]2[CH:37]=[C:36]([N:35]([CH2:52][O:53][CH2:54][CH2:55][Si:56]([CH3:59])([CH3:58])[CH3:57])[CH2:34][O:33][CH2:32][CH2:31][Si:30]([CH3:61])([CH3:29])[CH3:60])[N:41]3[N:42]=[CH:43][CH:44]=[C:40]3[N:39]=2)[CH2:46][CH2:47]1)[C:6]([O:8][CH2:9][CH3:10])=[O:7])(=[O:3])[CH3:2] |f:1.2|. Reported procedure: To a 100 mL roundbottom flask was charged ethyl 2-acetoxy-2-(diethoxyphosphoryl)acetate (1121 mmol, 3.16 g), LiCl (11.21 mmol, 475 mg), and THF (25 mL). The flask was then flushed with argon, sealed, and cooled to −78° C. in a dry ice/IPA bath. Added dropwise to this solution was a solution of 1,1,3,3-tetramethylguanidine (11.21 mmol. 1.41 g) in THF (5 mL). The resulting solution was allowed to stir at −78° C. for 30 minutes. At 30 minutes, 4-(7-(bis((2-(trimethylsilyl)ethoxy)methyl)amino)pyrazo... Starting materials: CC[Si](CC)(CC)B1OC(C)(C)C(C)(C)O1 (effective_coupling_partner), COc2ccc1ccc(OC(=O)C(C)(C)C)cc1c2 (substrate). The reagents and catalysts are PCy3. Reaction conditions: temperature 50 celsius, time 8.5 hour. Product: CC[Si](CC)(CC)c2ccc1ccc(OC)cc1c2. The reactants are CC(C)(C)[Si](C)(C)Cl, C=CCCO, [Cl-], [NH4+], CN(C)C=O, c1c[nH]cn1. Yields the product C=CCCO[Si](C)(C)C(C)(C)C. Reaction SMILES: [C:11]([CH3:12])([CH3:13])([CH3:14])[Si:15]([CH3:16])([CH3:17])[Cl:18].[CH2:1]([CH2:2][CH:3]=[CH2:4])[OH:5].[Cl-:19].[NH4+:20].[O:21]=[CH:22][N:23]([CH3:24])[CH3:25].[nH:6]1[cH:7][cH:8][n:9][cH:10]1>>[CH2:1]([CH2:2][CH:3]=[CH2:4])[O:5][Si:15]([C:11]([CH3:12])([CH3:13])[CH3:14])([CH3:16])[CH3:17].